Dataset: the Open Reaction Database (ORD), a public repository of structured organic reaction records. Task: describe an organic reaction: reactants, conditions, products, and yield The reactants are COc1ccccc1N1CCN(CCCNc2ncccc2C(=O)N(C)C)CC1, CS(C)=O, N#C[Na], O. Yields the product CN(C)C(=O)c1cccnc1NCCCN1CCN(c2ccccc2O)CC1. Reaction SMILES: [CH3:1][O:2][c:3]1[c:4]([N:9]2[CH2:10][CH2:11][N:12]([CH2:15][CH2:16][CH2:17][NH:18][c:19]3[c:20]([C:21](=[O:22])[N:23]([CH3:24])[CH3:25])[cH:26][cH:27][cH:28][n:29]3)[CH2:13][CH2:14]2)[cH:5][cH:6][cH:7][cH:8]1.[CH3:33][S:34]([CH3:35])=[O:36].[Na:30][C:31]#[N:32].[OH2:37]>>[OH:2][c:3]1[c:4]([N:9]2[CH2:10][CH2:11][N:12]([CH2:15][CH2:16][CH2:17][NH:18][c:19]3[c:20]([C:21](=[O:22])[N:23]([CH3:24])[CH3:25])[cH:26][cH:27][cH:28][n:29]3)[CH2:13][CH2:14]2)[cH:5][cH:6][cH:7][cH:8]1. As a reaction SMILES: [CH2:24]([CH:25]=[CH:26][CH3:27])[Br:28].[CH3:29][N:30]([CH3:31])[CH:32]=[O:33].[CH3:34][CH2:35][O:36][C:37]([CH3:38])=[O:39].[F:1][C:2]([C:3](=[O:4])[NH:5][CH2:6][CH2:7][c:8]1[c:9]([I:15])[cH:10][c:11]([Cl:14])[cH:12][cH:13]1)([F:16])[F:17].[K+:18].[K+:19].[O-:20][C:21]([O-:22])=[O:23]>>[F:1][C:2]([C:3](=[O:4])[N:5]([CH2:6][CH2:7][c:8]1[c:9]([I:15])[cH:10][c:11]([Cl:14])[cH:12][cH:13]1)[CH2:24][CH:25]=[CH:26][CH3:27])([F:16])[F:17]. Starting materials: CC=CCBr, CN(C)C=O, CCOC(C)=O, O=C(NCCc1ccc(Cl)cc1I)C(F)(F)F, [K+], [K+], O=C([O-])[O-]. The product is CC=CCN(CCc1ccc(Cl)cc1I)C(=O)C(F)(F)F. The reactants are COC(=O)C(C)(C)Br, O=C([O-])[O-], CC#N, CCOC(C)=O, [Cs+], [Cs+], CC(C)(C)[Si](OCCCc1ccc(O)cc1)(c1ccccc1)c1ccccc1. Product: COC(=O)C(C)(C)Oc1ccc(CCCO[Si](c2ccccc2)(c2ccccc2)C(C)(C)C)cc1. As a reaction SMILES: [Br:29][C:30]([C:31](=[O:32])[O:33][CH3:34])([CH3:35])[CH3:36].[C:37](=[O:38])([O-:39])[O-:40].[CH3:43][C:44]#[N:45].[CH3:46][CH2:47][O:48][C:49](=[O:50])[CH3:51].[Cs+:41].[Cs+:42].[OH:1][c:2]1[cH:3][cH:4][c:5]([CH2:8][CH2:9][CH2:10][O:11][Si:12]([c:13]2[cH:14][cH:15][cH:16][cH:17][cH:18]2)([c:19]2[cH:20][cH:21][cH:22][cH:23][cH:24]2)[C:25]([CH3:26])([CH3:27])[CH3:28])[cH:6][cH:7]1>>[O:1]([c:2]1[cH:3][cH:4][c:5]([CH2:8][CH2:9][CH2:10][O:11][Si:12]([c:13]2[cH:14][cH:15][cH:16][cH:17][cH:18]2)([c:19]2[cH:20][cH:21][cH:22][cH:23][cH:24]2)[C:25]([CH3:26])([CH3:27])[CH3:28])[cH:6][cH:7]1)[C:30]([C:31](=[O:32])[O:33][CH3:34])([CH3:35])[CH3:36]. Starting materials: N[C@@H](CCCNC(N(C(=O)OC(C)(C)C)C(=O)OC(C)(C)C)=N)C(=O)O (Arg(Boc)2), C=1C=CC2=C(C1)N=NN2O (HOBt), C1(=CC=CC=C1)P(C1=CC=CC=C1)C1=CC=CC=C1 (triphenylphosphane), C[Si](C)(C)C(C(=O)N)[Si](C)(C)C (bistrimethylsilylacetamide), OC=1C=C(C(=O)O)C=C(C1C)O (3,5-dihydroxy-4-methylbenzoic acid), CC(N=C=NC(C)C)C (DIC), ClC1=C(C=CC(=C1)Cl)CCO (2-(2,4-dichlorophenyl)ethanol), CC(C)OC(=O)/N=N/C(=O)OC(C)C (DIAD). The solvent is CN(C)C=O (DMF), C1CCOC1 (THF), C1CCOC1 (THF). Reaction conditions: time 1 hour. The product is C(N)(=O)[C@H](CCCNC(=N)N)NC(C1=CC(=C(C(=C1)O)C)OCCC1=C(C=C(C=C1)Cl)Cl)=O ((S)-N-(1-Carbamoyl-4-guanidinobutyl)-3-[2-(2,4-dichlorophenyl)ethoxy]-5-hydroxy-4-methylbenzamide). As a reaction SMILES: [NH2:1][C@H:2]([C:24]([OH:26])=O)[CH2:3][CH2:4][CH2:5][NH:6][C:7](=[NH:23])[N:8](C(OC(C)(C)C)=O)C(OC(C)(C)C)=O.[OH:27][C:28]1[CH:29]=[C:30]([CH:34]=[C:35]([OH:38])[C:36]=1[CH3:37])[C:31]([OH:33])=O.CC(C)[N:41]=C=NC(C)C.C1C=CC2N(O)N=NC=2C=1.C1(P(C2C=CC=CC=2)C2C=CC=CC=2)C=CC=CC=1.C[Si](C([Si](C)(C)C)C(N)=O)(C)C.[Cl:89][C:90]1[CH:95]=[C:94]([Cl:96])[CH:93]=[CH:92][C:91]=1[CH2:97][CH2:98]O.CC(OC(/N=N/C(OC(C)C)=O)=O)C>CN(C=O)C.C1COCC1>[C:24]([C@@H:2]([NH:1][C:31](=[O:33])[C:30]1[CH:34]=[C:35]([OH:38])[C:36]([CH3:37])=[C:28]([O:27][CH2:98][CH2:97][C:91]2[CH:92]=[CH:93][C:94]([Cl:96])=[CH:95][C:90]=2[Cl:89])[CH:29]=1)[CH2:3][CH2:4][CH2:5][NH:6][C:7]([NH2:8])=[NH:23])(=[O:26])[NH2:41]. Procedure: Rink resin (239 mg; loading 0.43 mmol/g) functionalized with Arg(Boc)2 was coupled with 106 mg of 3,5-dihydroxy-4-methylbenzoic acid in the presence of DIC (85 mg) and HOBt (90 mg) in DMF (1.5 ml). The resin was then washed and treated with a 15% solution of benzyltrimethylammonium hydroxide in DMF for 45 min. The resin was washed with DMF, 10% acetic acid in DMF, DMF and DCM and dried in vacuo for 4 h. The dried resin was washed with anhydrous THF and mixed with 145 mg (0.5 mmole) of triphenylp...